From a dataset of the Open Reaction Database (ORD), a public repository of structured organic reaction records. describe an organic reaction: reactants, conditions, products, and yield Starting materials: COc1ccc(CN2C(=O)C(C(C)O)C2C(=O)OCc2ccccc2)c(OC)c1, CC#N, [K+], [K+], [K+], [K+], [K+], O, O=P([O-])([O-])[O-], O=S(=O)([O-])OOS(=O)(=O)[O-]. Product: CC(O)C1C(=O)NC1C(=O)OCc1ccccc1. Reaction SMILES: [CH3:1][O:2][c:3]1[cH:4][c:5]([O:24][CH3:25])[cH:26][cH:27][c:28]1[CH2:29][N:6]1[C:7](=[O:23])[CH:8]([CH:20]([CH3:21])[OH:22])[CH:9]1[C:10](=[O:11])[O:12][CH2:13][c:14]1[cH:15][cH:16][cH:17][cH:18][cH:19]1.[CH3:50][C:51]#[N:52].[K+:40].[K+:41].[K+:47].[K+:48].[K+:49].[OH2:53].[P:42]([O-:43])([O-:44])([O-:45])=[O:46].[S:30]([O:31][O:32][S:33]([O-:34])(=[O:35])=[O:36])([O-:37])(=[O:38])=[O:39]>>[NH:6]1[C:7](=[O:23])[CH:8]([CH:20]([CH3:21])[OH:22])[CH:9]1[C:10](=[O:11])[O:12][CH2:13][c:14]1[cH:15][cH:16][cH:17][cH:18][cH:19]1. The reactants are CC(O)=S, CN(C)C(=O)C1CC(O)CN1C, ClCCl, CCOC(=O)N=NC(=O)OCC, C1CCOC1, c1ccc(P(c2ccccc2)c2ccccc2)cc1. The product is CC(=O)SC1CC(C(=O)N(C)C)N(C)C1. As a reaction SMILES: [C:44]([CH3:45])(=[S:46])[OH:47].[CH3:1][N:2]1[CH:3]([C:8](=[O:9])[N:10]([CH3:11])[CH3:12])[CH2:4][CH:5]([OH:7])[CH2:6]1.[Cl:53][CH2:54][Cl:55].[O:32]=[C:33]([O:34][CH2:35][CH3:36])[N:37]=[N:38][C:39]([O:40][CH2:41][CH3:42])=[O:43].[O:48]1[CH2:49][CH2:50][CH2:51][CH2:52]1.[c:13]1([P:14]([c:15]2[cH:16][cH:17][cH:18][cH:19][cH:20]2)[c:21]2[cH:22][cH:23][cH:24][cH:25][cH:26]2)[cH:27][cH:28][cH:29][cH:30][cH:31]1>>[CH3:1][N:2]1[CH:3]([C:8](=[O:9])[N:10]([CH3:11])[CH3:12])[CH2:4][CH:5]([S:46][C:44]([CH3:45])=[O:47])[CH2:6]1. Starting materials: NC=1C=C2C=C(NC2=CC1)C(=O)N1CCC(CC1)N(C1=NC=CC=C1NC(C)C)C (1-[5-aminoindole-2-carbonyl]-4-[N-methyl-N-(3-(1-methylethylamino)-2-pyridinyl)amino]piperidine), CN(S(=O)(=O)Cl)C (N,N-dimethylsulfamoyl chloride). Run in C(Cl)Cl (methylene chloride), Cl (hydrochloric acid), N1=CC=CC=C1 (pyridine). Reaction conditions: time 16 hour. Yields the product CN(S(=O)(=O)NC=1C=C2C=C(NC2=CC1)C(=O)N1CCC(CC1)N(C1=NC=CC=C1NC(C)C)C)C (1-[5-(Dimethylaminosulfonylamino)indole-2-carbonyl]-4-[N-methyl-N-(3-(1-methylethylamino)-2-pyridinyl)amino]piperidine). RXN SMILES: [NH2:1][C:2]1[CH:3]=[C:4]2[C:8](=[CH:9][CH:10]=1)[NH:7][C:6]([C:11]([N:13]1[CH2:18][CH2:17][CH:16]([N:19]([CH3:30])[C:20]3[C:25]([NH:26][CH:27]([CH3:29])[CH3:28])=[CH:24][CH:23]=[CH:22][N:21]=3)[CH2:15][CH2:14]1)=[O:12])=[CH:5]2.[CH3:31][N:32]([CH3:37])[S:33](Cl)(=[O:35])=[O:34]>N1C=CC=CC=1.C(Cl)Cl.Cl>[CH3:31][N:32]([CH3:37])[S:33]([NH:1][C:2]1[CH:3]=[C:4]2[C:8](=[CH:9][CH:10]=1)[NH:7][C:6]([C:11]([N:13]1[CH2:18][CH2:17][CH:16]([N:19]([CH3:30])[C:20]3[C:25]([NH:26][CH:27]([CH3:28])[CH3:29])=[CH:24][CH:23]=[CH:22][N:21]=3)[CH2:15][CH2:14]1)=[O:12])=[CH:5]2)(=[O:35])=[O:34]. Procedure details: To a solution of 1-[5-aminoindole-2-carbonyl]-4-[N-methyl-N-(3-(1-methylethylamino)-2-pyridinyl)amino]piperidine (PREPARATION 56, 91 mg) in pyridine (0.5 ml) under nitrogen is added N,N-dimethylsulfamoyl chloride. The mixture is stirred at 20°-25° for 16 hr and then diluted with methylene chloride (35 ml) and 1M hydrochloric acid (20 ml). The layers are separated and the organic layer is washed with 1M hydrochloric acid (20 ml) and saline, dried over sodium sulfate, and concentrated to give a so... The reactants are COC(C)(C)OC, CC(C)=O, OCC1CC(Nc2cc(Nc3cccc4c3CCCC4)ncn2)C(O)C1O, Cc1ccc(S(=O)(=O)[O-])cc1, c1cc[nH+]cc1. Yields the product CC1(C)OC2C(CO)CC(Nc3cc(Nc4cccc5c4CCCC5)ncn3)C2O1. Reaction SMILES: [CH3:28][O:29][C:30]([CH3:31])([CH3:32])[O:33][CH3:34].[CH3:52][C:53](=[O:54])[CH3:55].[OH:1][CH2:2][CH:3]1[CH:4]([OH:27])[CH:5]([OH:26])[CH:6]([NH:8][c:9]2[n:10][cH:11][n:12][c:13]([NH:15][c:16]3[cH:17][cH:18][cH:19][c:20]4[c:25]3[CH2:24][CH2:23][CH2:22][CH2:21]4)[cH:14]2)[CH2:7]1.[c:35]1([CH3:36])[cH:37][cH:38][c:39]([S:40]([O-:41])(=[O:42])=[O:43])[cH:44][cH:45]1.[nH+:46]1[cH:47][cH:48][cH:49][cH:50][cH:51]1>>[OH:1][CH2:2][CH:3]1[CH:4]2[CH:5]([CH:6]([NH:8][c:9]3[n:10][cH:11][n:12][c:13]([NH:15][c:16]4[cH:17][cH:18][cH:19][c:20]5[c:25]4[CH2:24][CH2:23][CH2:22][CH2:21]5)[cH:14]3)[CH2:7]1)[O:26][C:30]([CH3:31])([CH3:32])[O:27]2.